From a dataset of the Open Reaction Database (ORD), a public repository of structured organic reaction records. describe an organic reaction: reactants, conditions, products, and yield Yields the product OCc1cccc(-c2cc(Nc3cccnc3)nc(N3CCOCC3)c2)c1. As a reaction SMILES: [CH2:28]1[O:29][CH2:30][CH2:31][CH2:32]1.[O:1]1[CH2:2][CH2:3][N:4]([c:7]2[n:8][c:9]([NH:21][c:22]3[cH:23][n:24][cH:25][cH:26][cH:27]3)[cH:10][c:11](-[c:13]3[cH:14][c:15]([CH:16]=[O:17])[cH:18][cH:19][cH:20]3)[cH:12]2)[CH2:5][CH2:6]1>>[O:1]1[CH2:2][CH2:3][N:4]([c:7]2[n:8][c:9]([NH:21][c:22]3[cH:23][n:24][cH:25][cH:26][cH:27]3)[cH:10][c:11](-[c:13]3[cH:14][c:15]([CH2:16][OH:17])[cH:18][cH:19][cH:20]3)[cH:12]2)[CH2:5][CH2:6]1. Starting materials: C1CCOC1, O=Cc1cccc(-c2cc(Nc3cccnc3)nc(N3CCOCC3)c2)c1. The reactants are C(C)(=O)C1C(CCC1)=O (2-Acetyl cyclopentanone), ClC1=C(C(=CC(=C1)C(F)(F)F)Cl)NN (2,6-dichloro-4-trifluoromethylphenylhydrazine). The solvent is CCO (EtOH). Yields the product ClC1=C(C(=CC(=C1)C(F)(F)F)Cl)N1N=C2C(=C1C)CCC2 (2-[2,6-Dichloro-4-(trifluoromethyl)phenyl]-3-methyl-2,4,5,6-tetrahydrocyclopenta[c]pyrazole). The yield is 75.0%. Reaction SMILES: [C:1]([CH:4]1[CH2:8][CH2:7][CH2:6][C:5]1=O)(=O)[CH3:2].[Cl:10][C:11]1[CH:16]=[C:15]([C:17]([F:20])([F:19])[F:18])[CH:14]=[C:13]([Cl:21])[C:12]=1[NH:22][NH2:23]>CCO>[Cl:10][C:11]1[CH:16]=[C:15]([C:17]([F:19])([F:18])[F:20])[CH:14]=[C:13]([Cl:21])[C:12]=1[N:22]1[C:1]([CH3:2])=[C:4]2[CH2:8][CH2:7][CH2:6][C:5]2=[N:23]1. Procedure details: 2-Acetyl cyclopentanone (0.12 mL, 1 mmol) and 2,6-dichloro-4-trifluoromethylphenylhydrazine (245 mg, 1 mmol) in EtOH (10 mL) was heated under reflux for 12 hr. EtOH was removed under reduced pressure and the product purified by flash chromatography on silica (10% EtOAc:Hexane): yield 75%. 1H NMR (CDCl3) δ 7.8 (s, 2H), 2.6 (m, 6H each), 2.2 (s, 3H); MS (M+) 335. Starting materials: C(C)(C)(C)OC(=O)N1CCC(CC1)(CO)F (4-fluoro-4-hydroxymethyl-piperidine-1-carboxylic acid tert-butyl ester), CC(C)([O-])C.[K+] (potassium tert-butoxide), C(CCC)C=1N=NC(=CC1C1=CC=C(C=C1)OC1CCCCC1)Cl (3-Butyl-6-chloro-4-(4-cyclohexyloxy-phenyl)-pyridazine). The solvent is C1CCOC1 (THF), C1CCOC1 (THF). Conditions: time 30 minute. Product: C(C)(C)(C)OC(=O)N1CCC(CC1)(F)COC=1N=NC(=C(C1)C1=CC=C(C=C1)OC1CCCCC1)CCCC (4-[6-butyl-5-(4-cyclohexyloxy-phenyl)-pyridazin-3-yloxymethyl]-4-fluoro-piperidine-1-carboxylic acid tert-butyl ester). Isolated yield 33.2%. Reaction SMILES: [C:1]([O:5][C:6]([N:8]1[CH2:13][CH2:12][C:11]([F:16])([CH2:14][OH:15])[CH2:10][CH2:9]1)=[O:7])([CH3:4])([CH3:3])[CH3:2].CC(C)([O-])C.[K+].[CH2:23]([C:27]1[N:28]=[N:29][C:30](Cl)=[CH:31][C:32]=1[C:33]1[CH:38]=[CH:37][C:36]([O:39][CH:40]2[CH2:45][CH2:44][CH2:43][CH2:42][CH2:41]2)=[CH:35][CH:34]=1)[CH2:24][CH2:25][CH3:26]>C1COCC1>[C:1]([O:5][C:6]([N:8]1[CH2:9][CH2:10][C:11]([CH2:14][O:15][C:30]2[N:29]=[N:28][C:27]([CH2:23][CH2:24][CH2:25][CH3:26])=[C:32]([C:33]3[CH:34]=[CH:35][C:36]([O:39][CH:40]4[CH2:45][CH2:44][CH2:43][CH2:42][CH2:41]4)=[CH:37][CH:38]=3)[CH:31]=2)([F:16])[CH2:12][CH2:13]1)=[O:7])([CH3:4])([CH3:2])[CH3:3] |f:1.2|. Reported procedure: To a stirred solution of 4-fluoro-4-hydroxymethyl-piperidine-1-carboxylic acid tert-butyl ester (0.5 mmol, 0.116.g) in THF (2 mL) at room temperature was added potassium tert-butoxide (0.5 mmol, 0.5 mL, 1M solution in THF) and continued stirring for 30 min. 3-Butyl-6-chloro-4-(4-cyclohexyloxy-phenyl)-pyridazine (Example 14, 0.5 mmol, 0.172 g) was taken THF (1 mL) and added to the reaction and stirred for 10 h at room temperature. The reaction was quenched with slow addition of water (2 mL) and t... Reactants: C(CCC)NC(=O)C1(C2=CC=CC=C2OC=2C=CC=CC12)CCCCBr (9-(4-bromo-butyl)-9H-xanthene-9-carboxylic acid-butylamide), N1(CCNCC1)C1=NC2=CC=CC=C2C=C1 (2-piperazin-1-yl-quinoline). Yields the product C(CCC)NC(=O)C1(C2=CC=CC=C2OC=2C=CC=CC12)CCCCN1CCN(CC1)C1=NC2=CC=CC=C2C=C1 (9-[4-(4-quinolin-2-yl-piperazin-1-yl)-butyl]-9H-xanthene-9-carboxylic acid-Butylamide). RXN SMILES: [CH2:1]([NH:5][C:6]([C:8]1([CH2:22][CH2:23][CH2:24][CH2:25]Br)[C:21]2[CH:20]=[CH:19][CH:18]=[CH:17][C:16]=2[O:15][C:14]2[C:9]1=[CH:10][CH:11]=[CH:12][CH:13]=2)=[O:7])[CH2:2][CH2:3][CH3:4].[N:27]1([C:33]2[CH:42]=[CH:41][C:40]3[C:35](=[CH:36][CH:37]=[CH:38][CH:39]=3)[N:34]=2)[CH2:32][CH2:31][NH:30][CH2:29][CH2:28]1>>[CH2:1]([NH:5][C:6]([C:8]1([CH2:22][CH2:23][CH2:24][CH2:25][N:30]2[CH2:31][CH2:32][N:27]([C:33]3[CH:42]=[CH:41][C:40]4[C:35](=[CH:36][CH:37]=[CH:38][CH:39]=4)[N:34]=3)[CH2:28][CH2:29]2)[C:21]2[CH:20]=[CH:19][CH:18]=[CH:17][C:16]=2[O:15][C:14]2[C:9]1=[CH:10][CH:11]=[CH:12][CH:13]=2)=[O:7])[CH2:2][CH2:3][CH3:4]. Procedure details: Prepared analogously to Example 1 from 9-(4-bromo-butyl)-9H-xanthene-9-carboxylic acid-butylamide and 2-piperazin-1-yl-quinoline. Starting materials: O=C(Cl)OCC(Cl)(Cl)Cl, ClCCl, Nc1ccc(Sc2ccc(C(=O)Nc3ccc(Br)cc3)cc2[N+](=O)[O-])cc1, c1ccncc1. Product: O=C(Nc1ccc(Sc2ccc(C(=O)Nc3ccc(Br)cc3)cc2[N+](=O)[O-])cc1)OCC(Cl)(Cl)Cl. Reaction SMILES: [Cl:34][C:35](=[O:36])[O:37][CH2:38][C:39]([Cl:40])([Cl:41])[Cl:42].[Cl:43][CH2:44][Cl:45].[NH2:1][c:2]1[cH:3][cH:4][c:5]([S:8][c:9]2[c:10]([N+:25](=[O:26])[O-:27])[cH:11][c:12]([C:13](=[O:14])[NH:15][c:16]3[cH:17][cH:18][c:19]([Br:22])[cH:20][cH:21]3)[cH:23][cH:24]2)[cH:6][cH:7]1.[cH:28]1[cH:29][cH:30][n:31][cH:32][cH:33]1>>[NH:1]([c:2]1[cH:3][cH:4][c:5]([S:8][c:9]2[c:10]([N+:25](=[O:26])[O-:27])[cH:11][c:12]([C:13](=[O:14])[NH:15][c:16]3[cH:17][cH:18][c:19]([Br:22])[cH:20][cH:21]3)[cH:23][cH:24]2)[cH:6][cH:7]1)[C:35](=[O:36])[O:37][CH2:38][C:39]([Cl:40])([Cl:41])[Cl:42]. Reaction conditions: temperature 40 celsius. Run in ClC(C)Cl (dichloroethane). Procedure: To a solution tert-butanol (800 μL) and 1,5-dimethyl-2-phenyl-1,2-dihydro-pyrazol-3-one (0.150 g) in dichloroethane (1 mL) was added boron trifluoride diethyletherate (400 μL). The reaction was heated to 40° C. over seven days. The reaction mixture was then cooled and poured onto an ice/water mixture, was basified to pH 10 using sodium hydroxide solution and was extracted with EtOAc. The solution was acidified with AcOH to pH=4 and further extracted with EtOAc. The combined organic phases were w... The reactants are ice water, [OH-].[Na+] (sodium hydroxide), C(C)(C)(C)O (tert-butanol), CN1N(C(C=C1C)=O)C1=CC=CC=C1 (1,5-dimethyl-2-phenyl-1,2-dihydro-pyrazol-3-one), B(F)(F)F (boron trifluoride). RXN SMILES: [C:1](O)([CH3:4])([CH3:3])[CH3:2].[CH3:6][N:7]1[C:11]([CH3:12])=[CH:10][C:9](=[O:13])[N:8]1[C:14]1[CH:19]=[CH:18][CH:17]=[CH:16][CH:15]=1.B(F)(F)F.[OH-].[Na+]>ClC(Cl)C>[C:1]([C:10]1[C:9](=[O:13])[N:8]([C:14]2[CH:19]=[CH:18][CH:17]=[CH:16][CH:15]=2)[N:7]([CH3:6])[C:11]=1[CH3:12])([CH3:4])([CH3:3])[CH3:2] |f:3.4|. Product: C(C)(C)(C)C=1C(N(N(C1C)C)C1=CC=CC=C1)=O (4-tert-butyl-1,5-dimethyl-2-phenyl-1,2-dihydro-pyrazol-3-one). The reactants are CC1=CC=CC(=C1C(=O)O)NC([C@@H](N)C(C)C)=O (6-methyl-2-(L-valylamino)benzoic acid), CN1CCOCC1 (N-methylmorpholine), C(C1=CC=CC=C1)OC(=O)N1[C@H](C(=O)O)C[C@H](C1)O (N-benzyloxycarbonyl-trans-4-hydroxy-L-proline), CN1CCOCC1 (N-methylmorpholine), C(C1=CC=CC=C1)OC(=O)N1[C@H](C(=O)N[C@H](C(C)C)C(=O)NC2=C(C(=O)O)C(=CC=C2)C)CCC1 (2-(N-benzyloxycarbonyl-L-prolyl-D-valyl)amino-6-methylbenzoic acid), ClC(=O)OCC(C)C (Isobutyl chloroformate), resultant mixture. Run in CN(C=O)C (N,N-dimethylformamide), O1CCCC1 (tetrahydrofuran). Conditions: time 0.5 hour. The product is C(C1=CC=CC=C1)OC(=O)N1[C@H](C(=O)N[C@@H](C(C)C)C(=O)NC2=C(C(=O)O)C(=CC=C2)C)C[C@H](C1)O (2-[(N-benzyloxycarbonyl-trans-4-hydroxy-L-prolyl)-L-valyl]amino-6-methylbenzoic acid). Yield: 98.5%. As a reaction SMILES: ClC(OCC(C)C)=O.[CH2:9]([O:16][C:17]([N:19]1[CH2:26][C@H:25]([OH:27])[CH2:24][C@H:20]1[C:21]([OH:23])=O)=[O:18])[C:10]1[CH:15]=[CH:14][CH:13]=[CH:12][CH:11]=1.CN1CCOCC1.[CH3:35][C:36]1[C:41]([C:42]([OH:44])=[O:43])=[C:40]([NH:45][C:46](=[O:52])[C@H:47]([CH:49]([CH3:51])[CH3:50])[NH2:48])[CH:39]=[CH:38][CH:37]=1.C(OC(N1CCC[C@H]1C(N[C@@H](C(NC1C=CC=C(C)C=1C(O)=O)=O)C(C)C)=O)=O)C1C=CC=CC=1>CN(C)C=O.O1CCCC1>[CH2:9]([O:16][C:17]([N:19]1[CH2:26][C@H:25]([OH:27])[CH2:24][C@H:20]1[C:21]([NH:48][C@H:47]([C:46]([NH:45][C:40]1[CH:39]=[CH:38][CH:37]=[C:36]([CH3:35])[C:41]=1[C:42]([OH:44])=[O:43])=[O:52])[CH:49]([CH3:51])[CH3:50])=[O:23])=[O:18])[C:10]1[CH:11]=[CH:12][CH:13]=[CH:14][CH:15]=1. Procedure details: Isobutyl chloroformate (0.23 ml) was added to a tetrahydrofuran solution (3.5 ml) containing N-benzyloxycarbonyl-trans-4-hydroxy-L-proline (463 mg) and N-methylmorpholine (0.19 ml) at -15° C., and the mixture was stirred for 0.5 hour. An N,N-dimethylformamide solution (2.5 ml) containing 6-methyl-2-(L-valylamino)benzoic acid (291 mg) and N-methylmorpholine (0.15 ml) was added dropwise to the above mixture at -15° C., and the resultant mixture was stirred at -15° C. for 0.5 hour and then at room ...